From a dataset of the Open Reaction Database (ORD), a public repository of structured organic reaction records. describe an organic reaction: reactants, conditions, products, and yield The reactants are C=CCOC(=O)N1CC(C(C)=O)CC1CO, CC(C)(C)[Si](C)(C)Cl, ClCCl, c1c[nH]cn1. The product is C=CCOC(=O)N1CC(C(C)=O)CC1CO[Si](C)(C)C(C)(C)C. Reaction SMILES: [C:1]([CH3:2])(=[O:3])[CH:4]1[CH2:5][CH:6]([CH2:15][OH:16])[N:7]([C:9](=[O:10])[O:11][CH2:12][CH:13]=[CH2:14])[CH2:8]1.[C:22]([CH3:23])([CH3:24])([CH3:25])[Si:26]([CH3:27])([CH3:28])[Cl:29].[Cl:30][CH2:31][Cl:32].[nH:17]1[cH:18][cH:19][n:20][cH:21]1>>[C:1]([CH3:2])(=[O:3])[CH:4]1[CH2:5][CH:6]([CH2:15][O:16][Si:26]([C:22]([CH3:23])([CH3:24])[CH3:25])([CH3:27])[CH3:28])[N:7]([C:9](=[O:10])[O:11][CH2:12][CH:13]=[CH2:14])[CH2:8]1.